Task: describe an organic reaction: reactants, conditions, products, and yield. Dataset: the Open Reaction Database (ORD), a public repository of structured organic reaction records Reactants: CI, CCO, Cn1c(-c2ccccc2)n[nH]c1=S, [Na+], [OH-]. Yields the product CSc1nnc(-c2ccccc2)n1C. As a reaction SMILES: [CH3:16][I:17].[CH3:18][CH2:19][OH:20].[CH3:1][n:2]1[c:3](=[S:13])[nH:4][n:5][c:6]1-[c:7]1[cH:8][cH:9][cH:10][cH:11][cH:12]1.[Na+:15].[OH-:14]>>[CH3:1][n:2]1[c:3]([S:13][CH3:16])[n:4][n:5][c:6]1-[c:7]1[cH:8][cH:9][cH:10][cH:11][cH:12]1. Starting materials: O=C(Cl)OCc1ccccc1, CCOC(=O)C1=C(C)N(c2cccc(C(F)(F)F)c2)c2nc(N)nn2C1c1ccc(C#N)cc1, c1ccncc1. Product: CCOC(=O)C1=C(C)N(c2cccc(C(F)(F)F)c2)c2nc(NC(=O)OCc3ccccc3)nn2C1c1ccc(C#N)cc1. Reaction SMILES: [Cl:35][C:36](=[O:37])[O:38][CH2:39][c:40]1[cH:41][cH:42][cH:43][cH:44][cH:45]1.[NH2:1][c:2]1[n:3][n:4]2[c:5]([n:34]1)[N:6]([c:24]1[cH:25][c:26]([C:30]([F:31])([F:32])[F:33])[cH:27][cH:28][cH:29]1)[C:7]([CH3:23])=[C:8]([C:18](=[O:19])[O:20][CH2:21][CH3:22])[CH:9]2[c:10]1[cH:11][cH:12][c:13]([C:16]#[N:17])[cH:14][cH:15]1.[cH:46]1[cH:47][cH:48][n:49][cH:50][cH:51]1>>[NH:1]([c:2]1[n:3][n:4]2[c:5]([n:34]1)[N:6]([c:24]1[cH:25][c:26]([C:30]([F:31])([F:32])[F:33])[cH:27][cH:28][cH:29]1)[C:7]([CH3:23])=[C:8]([C:18](=[O:19])[O:20][CH2:21][CH3:22])[CH:9]2[c:10]1[cH:11][cH:12][c:13]([C:16]#[N:17])[cH:14][cH:15]1)[C:36](=[O:37])[O:38][CH2:39][c:40]1[cH:41][cH:42][cH:43][cH:44][cH:45]1. The solvent is CO (MeOH). The product is ClC1=CC=C(C=C1)C1=CC=2N=CN(C(C2S1)=O)CC1=CC(=CC=C1)OCC1CN(CC1)C (6-(4-Chlorophenyl)-3-{3-[(1-methylpyrrolidin-3-yl)methoxy]benzyl}thieno[3,2-d]pyrimidin-4(3H)-one). Procedure details: The title compound was synthesized according to Example 13c from methyl 5-(4-chlorophenyl)-3-{[(1E)-(dimethylamino)methylene]amino}thiophene-2-carboxylate (0.352 g, 1.09 mmol) and 1-{3-[(1-methylpyrrolidin-3-yl)methoxy]phenyl}methanamine (0.200 g, 0.91 mmol) in MeOH (2 mL) to give the title compound. Yield: 0.225 g (44%). 1H NMR (400 MHz, CDCl3) δ 8.08 (s, 1H), 7.59-7.62 (m, 2H), 7.45 (s, 1H), 7.39-7.42 (m, 2H), 7.22-7.26 (m, 1H), 6.81-6.91 (m, 3H), 5.17 (s, 2H), 3.83 (d, 2H, J=6.9 Hz), 2.60-2.6... Reaction SMILES: [Cl:1][C:2]1[CH:7]=[CH:6][C:5]([C:8]2[S:12][C:11]([C:13]([O:15]C)=O)=[C:10](/[N:17]=[CH:18]/[N:19]([CH3:21])C)[CH:9]=2)=[CH:4][CH:3]=1.[CH3:22][N:23]1[CH2:27][CH2:26][CH:25]([CH2:28][O:29][C:30]2[CH:31]=[C:32](CN)[CH:33]=[CH:34][CH:35]=2)[CH2:24]1>CO>[Cl:1][C:2]1[CH:3]=[CH:4][C:5]([C:8]2[S:12][C:11]3[C:13](=[O:15])[N:19]([CH2:21][C:34]4[CH:33]=[CH:32][CH:31]=[C:30]([O:29][CH2:28][CH:25]5[CH2:26][CH2:27][N:23]([CH3:22])[CH2:24]5)[CH:35]=4)[CH:18]=[N:17][C:10]=3[CH:9]=2)=[CH:6][CH:7]=1. Starting materials: ClC1=CC=C(C=C1)C1=CC(=C(S1)C(=O)OC)/N=C/N(C)C (methyl 5-(4-chlorophenyl)-3-{[(1E)-(dimethylamino)methylene]amino}thiophene-2-carboxylate), CN1CC(CC1)COC=1C=C(C=CC1)CN (1-{3-[(1-methylpyrrolidin-3-yl)methoxy]phenyl}methanamine). Reactants: CC(C)(C)OC(=O)ON1CCC(COc2cc3nccc(Oc4ccc5[nH]ccc5c4)c3cc2C#N)CC1, CCO, Cl, C1CCOC1. The product is N#Cc1cc2c(Oc3ccc4[nH]ccc4c3)ccnc2cc1OCC1CCNCC1. RXN SMILES: [C:1](#[N:2])[c:3]1[cH:4][c:5]2[c:6]([O:29][c:30]3[cH:31][c:32]4[cH:33][cH:34][nH:35][c:36]4[cH:37][cH:38]3)[cH:7][cH:8][n:9][c:10]2[cH:11][c:12]1[O:13][CH2:14][CH:15]1[CH2:16][CH2:17][N:18]([O:21][C:22]([O:23][C:24]([CH3:25])([CH3:26])[CH3:27])=[O:28])[CH2:19][CH2:20]1.[CH3:40][CH2:41][OH:42].[ClH:39].[O:43]1[CH2:44][CH2:45][CH2:46][CH2:47]1>>[C:1](#[N:2])[c:3]1[cH:4][c:5]2[c:6]([O:29][c:30]3[cH:31][c:32]4[cH:33][cH:34][nH:35][c:36]4[cH:37][cH:38]3)[cH:7][cH:8][n:9][c:10]2[cH:11][c:12]1[O:13][CH2:14][CH:15]1[CH2:16][CH2:17][NH:18][CH2:19][CH2:20]1.